From a dataset of the Open Reaction Database (ORD), a public repository of structured organic reaction records. describe an organic reaction: reactants, conditions, products, and yield The reactants are COc1ccc(-c2cc3c(n2-c2ccccc2C)CCN(Cc2ccccc2)C3)cc1, CO, C1CCOC1, [OH-], [OH-], [Pd+2]. Yields the product COc1ccc(-c2cc3c(n2-c2ccccc2C)CCNC3)cc1. RXN SMILES: [CH2:1]([c:2]1[cH:3][cH:4][cH:5][cH:6][cH:7]1)[N:8]1[CH2:9][c:10]2[c:11]([n:14](-[c:25]3[c:26]([CH3:31])[cH:27][cH:28][cH:29][cH:30]3)[c:15](-[c:17]3[cH:18][cH:19][c:20]([O:23][CH3:24])[cH:21][cH:22]3)[cH:16]2)[CH2:12][CH2:13]1.[CH3:32][OH:33].[O:34]1[CH2:35][CH2:36][CH2:37][CH2:38]1.[OH-:39].[OH-:41].[Pd+2:40]>>[NH:8]1[CH2:9][c:10]2[c:11]([n:14](-[c:25]3[c:26]([CH3:31])[cH:27][cH:28][cH:29][cH:30]3)[c:15](-[c:17]3[cH:18][cH:19][c:20]([O:23][CH3:24])[cH:21][cH:22]3)[cH:16]2)[CH2:12][CH2:13]1. The reactants are CC(C)(C)c1ccc(F)cc1, C1CCOC1, [Li]CCCC, CCCCCC, Cl, CN(C)C=O. Yields the product CC(C)(C)c1ccc(F)c(C=O)c1. RXN SMILES: [C:1]([CH3:2])([CH3:3])([CH3:4])[c:5]1[cH:6][cH:7][c:8]([F:11])[cH:9][cH:10]1.[CH2:29]1[O:30][CH2:31][CH2:32][CH2:33]1.[CH3:12][CH2:13][CH2:14][CH2:15][Li:16].[CH3:17][CH2:18][CH2:19][CH2:20][CH2:21][CH3:22].[ClH:28].[O:23]=[CH:24][N:25]([CH3:26])[CH3:27]>>[C:1]([CH3:2])([CH3:3])([CH3:4])[c:5]1[cH:6][c:7]([CH:24]=[O:23])[c:8]([F:11])[cH:9][cH:10]1.